From a dataset of the Open Reaction Database (ORD), a public repository of structured organic reaction records. describe an organic reaction: reactants, conditions, products, and yield Starting materials: [OH-].[K+] (KOH), dinitro-acid, C(=O)(OC)C1=CC=C(C=C1)C=1NC2=C(N1)C=C(C(=C2)[N+](=O)[O-])[N+](=O)[O-] (2-[p-carbomethoxyphenyl]-5,6-dinitrobenzimidazole), Cl (HCl). Run in O (water). Run at temperature 90 celsius. Yields the product C(=O)(O)C1=CC=C(C=C1)C=1NC2=C(N1)C=CC(=C2[N+](=O)[O-])[N+](=O)[O-] (2-[p-Carboxyphenyl]-4,5-dinitrobenzimidazole). Reaction SMILES: [OH-].[K+].[C:3]([C:7]1[CH:12]=[CH:11][C:10]([C:13]2[NH:14][C:15]3[CH:21]=[C:20]([N+:22]([O-:24])=[O:23])[C:19]([N+:25]([O-:27])=[O:26])=[CH:18][C:16]=3[N:17]=2)=[CH:9][CH:8]=1)([O:5]C)=[O:4].Cl>O>[C:3]([C:7]1[CH:8]=[CH:9][C:10]([C:13]2[NH:14][C:18]3[C:19]([N+:25]([O-:27])=[O:26])=[C:20]([N+:22]([O-:24])=[O:23])[CH:21]=[CH:15][C:16]=3[N:17]=2)=[CH:11][CH:12]=1)([OH:5])=[O:4] |f:0.1|. Procedure details: To a solution containing 4.8 g (87.6 mmole) of KOH dissolved in 200 ml of water was added 10 g (29.2 mmole) of 2-[p-carbomethoxyphenyl]-5,6-dinitrobenzimidazole (as prepared in (a) above). The resulting mixture was heated at 90° C under nitrogen for 8 hours, at which time it was allowed to cool to room temperature. The solution was then slowly acidified with 50% HCl, liberating the dinitro-acid as a light-tan precipitate. The product was collected by filtration, washed with several portions of d...